This data is from the Open Reaction Database (ORD), a public repository of structured organic reaction records. The task is: describe an organic reaction: reactants, conditions, products, and yield Reactants: CC(C)(C)C(Br)C(=O)[O-], CC(=O)[O-], CCO, Nc1ccc(Cl)cc1Oc1ccccc1, [Na+]. Yields the product O=C(O)CNc1ccc(Cl)cc1Oc1ccccc1. RXN SMILES: [C:16]([CH3:18])([CH3:19])([CH:20]([Br:17])[C:21](=[O:22])[O-:23])[CH3:24].[CH3:26][C:27](=[O:28])[O-:29].[CH3:30][CH2:31][OH:32].[Cl:1][c:2]1[cH:3][c:4]([O:9][c:10]2[cH:11][cH:12][cH:13][cH:14][cH:15]2)[c:5]([NH2:6])[cH:7][cH:8]1.[Na+:25]>>[Cl:1][c:2]1[cH:3][c:4]([O:9][c:10]2[cH:11][cH:12][cH:13][cH:14][cH:15]2)[c:5]([NH:6][CH2:20][C:21](=[O:22])[OH:23])[cH:7][cH:8]1. The reactants are O=C1OC(=O)C2CCC12, Nc1cc(C(F)(F)F)cc(C(F)(F)F)c1. Product: O=C(O)C1CCC1C(=O)Nc1cc(C(F)(F)F)cc(C(F)(F)F)c1. Reaction SMILES: [CH:16]12[CH:17]([CH2:18][CH2:19]1)[C:20](=[O:21])[O:22][C:23]2=[O:24].[F:1][C:2]([c:3]1[cH:4][c:5]([NH2:6])[cH:7][c:8]([C:10]([F:11])([F:12])[F:13])[cH:9]1)([F:14])[F:15]>>[F:1][C:2]([c:3]1[cH:4][c:5]([NH:6][C:23]([CH:16]2[CH:17]([C:20](=[O:21])[OH:22])[CH2:18][CH2:19]2)=[O:24])[cH:7][c:8]([C:10]([F:11])([F:12])[F:13])[cH:9]1)([F:14])[F:15]. Reactants: CC1(C(NC(C2=CC=CC=C12)=O)=O)C (4,4-dimethyl-2H,4H-isoquinoline-1,3-dione), ClCCSC (1-chloro-2-methylmercapto-ethane), [Na] (sodium). Solvent: C(C)(C)O (isopropanol). Yields the product CC1(C(N(C(C2=CC=CC=C12)=O)CCSC)=O)C (4,4-Dimethyl-2-(2-methylmercapto-ethyl)-2H,4H-isoquinoline-1,3-dione). Reaction SMILES: [CH3:1][C:2]1([CH3:14])[C:11]2[C:6](=[CH:7][CH:8]=[CH:9][CH:10]=2)[C:5](=[O:12])[NH:4][C:3]1=[O:13].Cl[CH2:16][CH2:17][S:18][CH3:19].[Na]>C(O)(C)C>[CH3:1][C:2]1([CH3:14])[C:11]2[C:6](=[CH:7][CH:8]=[CH:9][CH:10]=2)[C:5](=[O:12])[N:4]([CH2:16][CH2:17][S:18][CH3:19])[C:3]1=[O:13] |^1:19|. Reported procedure: 5.7 gm of 4,4-dimethyl-2H,4H-isoquinoline-1,3-dione and 3.3 gm of 1-chloro-2-methylmercapto-ethane were added to a solution of 0.7 gm of sodium in 200 ml of isopropanol. After refluxing the mixture for 3 hours the solvent was removed in vacuo, and the residue was taken up in water and chloroform. The separated organic phase was worked up as described in Example 1. Yield: 7 gm (88.6% of theory). Starting materials: ClC=1C=C(C=CC1[N+](=O)[O-])C(C(=O)N(CC(C)C)CC(C)C)(C)C (2-(3-chloro-4-nitrophenyl)-N,N-diisobutyl-2-methylpropanamide), CN(CCCN)C (3-dimethylaminopropylamine), C([O-])([O-])=O.[K+].[K+] (potassium carbonate). Solvent: CN(C)C=O (DMF), C(C)(=O)OCC (ethyl acetate), O (water). The product is CN(CCCNC=1C=C(C=CC1[N+](=O)[O-])C(C(=O)N(CC(C)C)CC(C)C)(C)C)C (2-(3-{[3-(dimethylamino)propyl]amino}-4-nitrophenyl)-N,N-diisobutyl-2-methylpropanamide). The yield is 48.0%. RXN SMILES: Cl[C:2]1[CH:3]=[C:4]([C:11]([CH3:24])([CH3:23])[C:12]([N:14]([CH2:19][CH:20]([CH3:22])[CH3:21])[CH2:15][CH:16]([CH3:18])[CH3:17])=[O:13])[CH:5]=[CH:6][C:7]=1[N+:8]([O-:10])=[O:9].[CH3:25][N:26]([CH3:31])[CH2:27][CH2:28][CH2:29][NH2:30].C(=O)([O-])[O-].[K+].[K+]>CN(C=O)C.C(OCC)(=O)C.O>[CH3:25][N:26]([CH3:31])[CH2:27][CH2:28][CH2:29][NH:30][C:2]1[CH:3]=[C:4]([C:11]([CH3:24])([CH3:23])[C:12]([N:14]([CH2:19][CH:20]([CH3:22])[CH3:21])[CH2:15][CH:16]([CH3:18])[CH3:17])=[O:13])[CH:5]=[CH:6][C:7]=1[N+:8]([O-:10])=[O:9] |f:2.3.4|. Reported procedure: A mixture of 2-(3-chloro-4-nitrophenyl)-N,N-diisobutyl-2-methylpropanamide (78 mg, 1 eq), 3-dimethylaminopropylamine (45 mg, 2 eq) and potassium carbonate (62 mg, 2 eq) in DMF (2 ml) is heated under reflux for 3 hours then cooled down to ambient temperature. The residue is taken up in ethyl acetate (20 ml) and water (8 ml). After decantation and extractions, the combined organic phases are washed with salt water, dried over Na2SO4 then concentrated under reduced pressure at 40° C. Purification o...